This data is from the Open Reaction Database (ORD), a public repository of structured organic reaction records. The task is: describe an organic reaction: reactants, conditions, products, and yield Reactants: C(#N)CN(C(C1=C(C=C(C(=C1)C)C)C(C1=C(C=CC=C1)C)=O)=O)C (4,5-Dimethyl-2-(2-methylbenzoyl)benzoic acid N-cyanomethyl-N-methylamide), C1(=CC=CC=C1)C (toluene), C1CCC2=NCCCN2CC1 (1,8-diazabicyclo[5.4.0)-7-undecene). Solvent: C(C)(=O)OCC (Ethyl acetate). Run at time 7 hour. The product is C(#N)C=1N(C(C2=CC(=C(C=C2C1C1=C(C=CC=C1)C)C)C)=O)C (3-Cyano-2,6,7-trimethyl-4-(2-methylphenyl)-1(2H)isoquinolinone). The yield is 73.4%. RXN SMILES: [C:1]([CH2:3][N:4]([CH3:24])[C:5](=[O:23])[C:6]1[CH:11]=[C:10]([CH3:12])[C:9]([CH3:13])=[CH:8][C:7]=1[C:14](=O)[C:15]1[CH:20]=[CH:19][CH:18]=[CH:17][C:16]=1[CH3:21])#[N:2].C1(C)C=CC=CC=1.C1CCN2C(=NCCC2)CC1>C(OCC)(=O)C>[C:1]([C:3]1[N:4]([CH3:24])[C:5](=[O:23])[C:6]2[C:7]([C:14]=1[C:15]1[CH:20]=[CH:19][CH:18]=[CH:17][C:16]=1[CH3:21])=[CH:8][C:9]([CH3:13])=[C:10]([CH3:12])[CH:11]=2)#[N:2]. Procedure: A mixture of the compound obtained in Step 1(9.1 g), toluene(200 ml), and 1,8-diazabicyclo[5.4.0)-7-undecene(8 ml) was stirred under refrux for 7 hours. Ethyl acetate was added to the mixture, which was washed successively with water, dil.HCl, aq. NaCHO3, and water, and dried(MgSO4). The solvent was evaporated to provide the title compound as colorless crystals(6.3 g). Starting materials: CCOC(=O)C(C(=O)OCC)C(=O)C(C)(C)c1cccc(Cl)c1, O, O=S(=O)(O)O. Product: CCOC(=O)C1=C(O)c2ccc(Cl)cc2C(C)(C)C1=O. RXN SMILES: [Cl:1][c:2]1[cH:3][c:4]([C:8]([C:9](=[O:10])[CH:11]([C:12](=[O:13])[O:14][CH2:15][CH3:16])[C:17](=[O:18])[O:19][CH2:20][CH3:21])([CH3:22])[CH3:23])[cH:5][cH:6][cH:7]1.[OH2:29].[S:24](=[O:25])(=[O:26])([OH:27])[OH:28]>>[Cl:1][c:2]1[cH:3][c:4]2[c:5]([cH:6][cH:7]1)[C:17]([OH:18])=[C:11]([C:12](=[O:13])[O:14][CH2:15][CH3:16])[C:9](=[O:10])[C:8]2([CH3:22])[CH3:23]. The reactants are [Sn](Cl)(Cl)(Cl)Cl (tin tetrachloride), COC1=CC(=CC(=C1)OC)OC (1,3,5-trimethoxybenzene), chloro-4 butyryl chloride, O (water), Cl (hydrochloric acid). The solvent is C1=CC=CC=C1 (benzene), C1=CC=CC=C1 (benzene). Reaction conditions: time 4 hour. The product is COC1=C(C(=O)CCCCl)C(=CC(=C1)OC)OC (1-(2,4,6-trimethoxybenzoyl)-3-chloropropane). The yield is 89.2%. Reaction SMILES: [CH3:1][O:2][C:3]1[CH:8]=[C:7]([O:9][CH3:10])[CH:6]=[C:5]([O:11][CH3:12])[CH:4]=1.[Sn](Cl)(Cl)(Cl)Cl.[OH2:18].[ClH:19]>C1C=CC=CC=1>[CH3:12][O:11][C:5]1[CH:4]=[C:3]([O:2][CH3:1])[CH:8]=[C:7]([O:9][CH3:10])[C:6]=1[C:8]([CH2:3][CH2:4][CH2:5][Cl:19])=[O:18]. Procedure: To a solution of 67.2 g (0.400 mole) of 1,3,5-trimethoxybenzene and 61 g (0.432 mole) of chloro-4 butyryl chloride in 300 ml of benzene, maintained at +5° C., a solution of 121 g (0.464 mole) of tin tetrachloride in 150 ml of benzene is added over 3 hrs 30 mins. It is agitated for 4 hrs at room temperature and the reaction mixture is rapidly poured onto 500 ml of iced water and 100 ml of 12N hydrochloric acid. The organic phase is decanted, washed with water and dried with anhydrous sodium sulph... The product is OC1=C(C(N(C2=NC=CC=C12)CCC(C)C)=O)C1=NS(C2=C(N1)C=CC(=C2)NS(=O)(=O)NCCC)(=O)=O (N-[3-(4-hydroxy-1-isopentyl-2-oxo-1,2-dihydro[1,8]naphthyridin-3-yl)-1,1-dioxido-4H-1,2,4-benzothiadiazin-7-yl]-N′-propylsulfamide). Run in CO (methanol). Reaction SMILES: [OH:1][C:2]1[C:11]2[C:6](=[N:7][CH:8]=[CH:9][CH:10]=2)[N:5]([CH2:12][CH2:13][CH:14]([CH3:16])[CH3:15])[C:4](=[O:17])[C:3]=1[C:18]1[NH:23][C:22]2[CH:24]=[CH:25][C:26]([NH:28][S:29](=[O:45])(=[O:44])[N:30]([CH2:41][CH2:42][CH3:43])C(OCC3C=CC=CC=3)=O)=[CH:27][C:21]=2[S:20](=[O:47])(=[O:46])[N:19]=1>CO.[Pd]>[OH:1][C:2]1[C:11]2[C:6](=[N:7][CH:8]=[CH:9][CH:10]=2)[N:5]([CH2:12][CH2:13][CH:14]([CH3:15])[CH3:16])[C:4](=[O:17])[C:3]=1[C:18]1[NH:23][C:22]2[CH:24]=[CH:25][C:26]([NH:28][S:29]([NH:30][CH2:41][CH2:42][CH3:43])(=[O:45])=[O:44])=[CH:27][C:21]=2[S:20](=[O:47])(=[O:46])[N:19]=1. The reagents and catalysts are [Pd] (palladium on carbon). Procedure details: A solution of the product of Example 438 in methanol is treated with 10% palladium on carbon and stirred at 25° C. for 5 hours under hydrogen atmosphere. The resulting solution is then filtered and the filtrate concentrated under reduced pressure to provide the title compound. The reactants are OC1=C(C(N(C2=NC=CC=C12)CCC(C)C)=O)C1=NS(C2=C(N1)C=CC(=C2)NS(N(C(=O)OCC2=CC=CC=C2)CCC)(=O)=O)(=O)=O (benzyl 3-[3-(4-hydroxy-1-isopentyl-2-oxo-1,2-dihydro[1,8]naphthyridin-3-yl)-1,1-dioxido-4H-1,2,4-benzothiadiazin-7-yl]-1-propyldiazathiane-1-carboxylate 2,2-dioxide). Reaction conditions: temperature 25 celsius, time 5 hour. Starting materials: CC1(C2=C(C(=CC=C2)P(C3=CC=CC=C3)C4=CC=CC=C4)OC5=C(C=CC=C51)P(C6=CC=CC=C6)C7=CC=CC=C7)C (Xantphos), C([O-])([O-])=O.[Cs+].[Cs+] (cesium carbonate), ClC1=NC(=C2N=CN(C2=N1)COCC[Si](C)(C)C)OC=1C=C(C=CC1)NC(C=C)=O (N-{3-[(2-chloro-9-{[2-(trimethylsilyl)ethoxy]methyl}-9H-purin-6-yl)oxy]phenyl}prop-2-enamide), CN1CC(CC1)N1N=CC(=C1)N (1-(1-methylpyrrolidin-3-yl)-1H-pyrazol-4-amine). Reagents/catalysts: C=1C=CC(=CC1)/C=C/C(=O)/C=C/C2=CC=CC=C2.C=1C=CC(=CC1)/C=C/C(=O)/C=C/C2=CC=CC=C2.C=1C=CC(=CC1)/C=C/C(=O)/C=C/C2=CC=CC=C2.[Pd].[Pd] (Pd2(dba)3). Run in O1CCOCC1 (1,4-dioxane). Yields the product CN1CC(CC1)N1N=CC(=C1)NC1=NC(=C2N=CN(C2=N1)COCC[Si](C)(C)C)OC=1C=C(C=CC1)NC(C=C)=O (N-{3-[(2-{[1-(1-methylpyrrolidin-3-yl)-1H-pyrazol-4-yl]amino}-9-{[2-(trimethylsilyl)ethoxy]methyl}-9H-purin-6-yl)oxy]phenyl}prop-2-enamide). RXN SMILES: Cl[C:2]1[N:10]=[C:9]2[C:5]([N:6]=[CH:7][N:8]2[CH2:11][O:12][CH2:13][CH2:14][Si:15]([CH3:18])([CH3:17])[CH3:16])=[C:4]([O:19][C:20]2[CH:21]=[C:22]([NH:26][C:27](=[O:30])[CH:28]=[CH2:29])[CH:23]=[CH:24][CH:25]=2)[N:3]=1.[CH3:31][N:32]1[CH2:36][CH2:35][CH:34]([N:37]2[CH:41]=[C:40]([NH2:42])[CH:39]=[N:38]2)[CH2:33]1.CC1(C)C2C(=C(P(C3C=CC=CC=3)C3C=CC=CC=3)C=CC=2)OC2C(P(C3C=CC=CC=3)C3C=CC=CC=3)=CC=CC1=2.C(=O)([O-])[O-].[Cs+].[Cs+]>O1CCOCC1.C1C=CC(/C=C/C(/C=C/C2C=CC=CC=2)=O)=CC=1.C1C=CC(/C=C/C(/C=C/C2C=CC=CC=2)=O)=CC=1.C1C=CC(/C=C/C(/C=C/C2C=CC=CC=2)=O)=CC=1.[Pd].[Pd]>[CH3:31][N:32]1[CH2:36][CH2:35][CH:34]([N:37]2[CH:41]=[C:40]([NH:42][C:2]3[N:10]=[C:9]4[C:5]([N:6]=[CH:7][N:8]4[CH2:11][O:12][CH2:13][CH2:14][Si:15]([CH3:18])([CH3:17])[CH3:16])=[C:4]([O:19][C:20]4[CH:21]=[C:22]([NH:26][C:27](=[O:30])[CH:28]=[CH2:29])[CH:23]=[CH:24][CH:25]=4)[N:3]=3)[CH:39]=[N:38]2)[CH2:33]1 |f:3.4.5,7.8.9.10.11|. Reported procedure: To a mixture of N-{3-[(2-chloro-9-{[2-(trimethylsilyl)ethoxy]methyl}-9H-purin-6-yl)oxy]phenyl}prop-2-enamide (210 mg, 0.471 mmol) and 1-(1-methylpyrrolidin-3-yl)-1H-pyrazol-4-amine (93.9 mg, 0.565 mmol) in 1,4-dioxane (7.85 mL) were added Pd2(dba)3 (43.0 mg, 10 mol %), Xantphos (27.2 mg, 10 mol %), and cesium carbonate (460 mg, 1.41 mmol). The reaction vial was sealed, then evacuated and back-filled with nitrogen three times. The mixture was subjected to microwave irradiation at 140° C. for 1 hr...